This data is from the Open Reaction Database (ORD), a public repository of structured organic reaction records. The task is: describe an organic reaction: reactants, conditions, products, and yield Starting materials: O=C1CCC(=O)N1Br, COCCOC, O=c1[nH]nc(-c2cn[nH]c2)cc1-c1cc2ccccc2[nH]1. Product: O=c1[nH]nc(-c2cn[nH]c2)cc1-c1[nH]c2ccccc2c1Br. RXN SMILES: [Br:22][N:23]1[C:24](=[O:25])[CH2:26][CH2:27][C:28]1=[O:29].[CH2:30]([CH2:31][O:32][CH3:33])[O:34][CH3:35].[nH:1]1[c:2](-[c:10]2[c:11](=[O:21])[nH:12][n:13][c:14](-[c:16]3[cH:17][n:18][nH:19][cH:20]3)[cH:15]2)[cH:3][c:4]2[cH:5][cH:6][cH:7][cH:8][c:9]12>>[nH:1]1[c:2](-[c:10]2[c:11](=[O:21])[nH:12][n:13][c:14](-[c:16]3[cH:17][nH:18][n:19][cH:20]3)[cH:15]2)[c:3]([Br:22])[c:4]2[cH:5][cH:6][cH:7][cH:8][c:9]12. Reactants: C(=O)N1CCN(CC1)C1=CC=C(C=C1)OC (1-formyl-4-(4-methoxyphenyl)piperazine), C(=O)N1CCN(CC1)C1=CC=C(C=C1)OC (1-formyl-4-(4-methoxyphenyl)piperazine), BrBr (bromine), O (water), C(C)(=O)[O-].[Na+] (sodium acetate). Run in C(C)(=O)O (acetic acid), C(C)(=O)O (acetic acid). Yields the product C(=O)N1CCN(CC1)C1=C(C=C(C=C1)OC)Br (1-formyl-4-(2-bromo-4-methoxyphenyl)piperazine). Reaction SMILES: [CH:1]([N:3]1[CH2:8][CH2:7][N:6]([C:9]2[CH:14]=[CH:13][C:12]([O:15][CH3:16])=[CH:11][CH:10]=2)[CH2:5][CH2:4]1)=[O:2].C([O-])(=O)C.[Na+].[Br:22]Br.O>C(O)(=O)C>[CH:1]([N:3]1[CH2:4][CH2:5][N:6]([C:9]2[CH:14]=[CH:13][C:12]([O:15][CH3:16])=[CH:11][C:10]=2[Br:22])[CH2:7][CH2:8]1)=[O:2] |f:1.2|. Procedure details: Sodium acetate (VI, 9.702 g, 0.1182 mol) is added to a mixture of 1-formyl-4-(4-methoxyphenyl)piperazine (VI, 5.17 g, 23.5 mmol) and acetic acid (102 ml). When the sodium acetate had completely dissolved, a solution of bromine (7.912 g, 49.5 mmol) in acetic acid (9.5 ml) is added over 14 min. After 35 min the mixture is poured into water and extracted exhaustively with dichloromethane. The combined organic extracts are backwashed with water, followed by saturated sodium bicarbonate, dried over s... Starting materials: FC(C(=O)O)(F)F (trifluoroacetic acid), COC1=C(CNS(=O)(=O)CC=2C=C(C(=O)O)C=CC2)C=CC(=C1)OC (3-[(2,4-dimethoxybenzylsulfamoyl)methyl]benzoic acid), CC(=O)C (acetone), C(CCC)[Li] (butyllithium). The solvent is C1CCOC1 (THF). Reaction conditions: time 10 minute. Yields the product OC(C(S(N)(=O)=O)C=1C=C(C(=O)O)C=CC1)(C)C (3-(2-Hydroxy-2-methyl-1-sulfamoylpropyl)benzoic acid). Reaction SMILES: COC1C=C(OC)C=CC=1C[NH:6][S:7]([CH2:10][C:11]1[CH:12]=[C:13]([CH:17]=[CH:18][CH:19]=1)[C:14]([OH:16])=[O:15])(=[O:9])=[O:8].C([Li])CCC.[CH3:31][C:32]([CH3:34])=[O:33].FC(F)(F)C(O)=O>C1COCC1>[OH:33][C:32]([CH3:34])([CH3:31])[CH:10]([C:11]1[CH:12]=[C:13]([CH:17]=[CH:18][CH:19]=1)[C:14]([OH:16])=[O:15])[S:7](=[O:8])(=[O:9])[NH2:6]. Procedure details: To a solution of 3-[(2,4-dimethoxybenzylsulfamoyl)methyl]benzoic acid (4.1 g) in THF (50 ml) was added dropwise, at −78° C., butyllithium (1.6 M, 25 ml). The mixture was stirred for 10 min. Subsequently, acetone (4.5 ml) was added and the mixture was stirred at −78° C. for a further 30 min. The reaction mixture was then admixed with trifluoroacetic acid (4 ml) and concentrated. The residue was suspended in dichloromethane and trifluoroacetic acid (10 ml) admixed. After 2 h, water was added and t... Reactants: BrC1=C(C(=C(C(=C1OC)OC)OC)OC)CC(C(=O)OCC)(CCCOC1=CC=C(C=C1)C(=O)OCC)C(=O)OCC (ethyl 3-(2-bromo-3,4,5,6-tetramethoxyphenyl)-2-ethoxycarbonyl-2-[3-(4-ethoxycarbonylphenoxy)propyl]propionate), C(C)(=O)O (acetic acid), C(CCC)[Li] (n-butyl lithium). The solvent is C1CCOC1 (THF), C(C)(=O)OCC (ethyl acetate), CCCCCC (hexane), C1CCOC1 (THF). Conditions: temperature -78 celsius. Yields the product C(C)OC(=O)C1=CC=C(OCCCC2(C(C3=C(C(=C(C(=C3C2)OC)OC)OC)OC)=O)C(=O)OCC)C=C1 (Ethyl 2-[3-(4-ethoxycarbonylphenoxy)propyl]-4,5,6,7-tetramethoxy-1-oxo-2-indancarboxylate). Isolated yield 91.7%. RXN SMILES: Br[C:2]1[C:7]([O:8][CH3:9])=[C:6]([O:10][CH3:11])[C:5]([O:12][CH3:13])=[C:4]([O:14][CH3:15])[C:3]=1[CH2:16][C:17]([C:38]([O:40][CH2:41][CH3:42])=[O:39])([CH2:23][CH2:24][CH2:25][O:26][C:27]1[CH:32]=[CH:31][C:30]([C:33]([O:35][CH2:36][CH3:37])=[O:34])=[CH:29][CH:28]=1)[C:18]([O:20]CC)=O.C([Li])CCC.C(O)(=O)C>C1COCC1.CCCCCC.C(OCC)(=O)C>[CH2:36]([O:35][C:33]([C:30]1[CH:31]=[CH:32][C:27]([O:26][CH2:25][CH2:24][CH2:23][C:17]2([C:38]([O:40][CH2:41][CH3:42])=[O:39])[CH2:16][C:3]3[C:2](=[C:7]([O:8][CH3:9])[C:6]([O:10][CH3:11])=[C:5]([O:12][CH3:13])[C:4]=3[O:14][CH3:15])[C:18]2=[O:20])=[CH:28][CH:29]=1)=[O:34])[CH3:37]. Procedure: To a solution of ethyl 3-(2-bromo-3,4,5,6-tetramethoxyphenyl)-2-ethoxycarbonyl-2-[3-(4-ethoxycarbonylphenoxy)propyl]propionate (40.0 g) in THF (400 ml) was dropwise added n-butyl lithium in hexane (1.68M; 41.8 ml) under nitrogen atmosphere at −100° C. or under and the solution was allowed to warm to −78° C. in 30 min. The reaction mixture was cooled to −100° C. again and a solution of acetic acid (7.33 g) in THF (20 ml) was dropwise added, which was then allowed to warm to room temperature. The ... Starting materials: C=C(CBr)c1ccc(Cl)cc1, CN(C)C=O, c1nc[nH]n1. Reaction SMILES: [Cl:6][c:7]1[cH:8][cH:9][c:10]([C:11](=[CH2:12])[CH2:13][Br:14])[cH:15][cH:16]1.[O:17]=[CH:18][N:19]([CH3:20])[CH3:21].[nH:1]1[n:2][cH:3][n:4][cH:5]1>>[n:1]1([CH2:13][C:11]([c:10]2[cH:9][cH:8][c:7]([Cl:6])[cH:16][cH:15]2)=[CH2:12])[n:2][cH:3][n:4][cH:5]1. Product: C=C(Cn1cncn1)c1ccc(Cl)cc1. The reactants are CC=1C=C(C=C(C1)C)C=1N=C(SC1C1=CC=NC=C1)N ([4-(3,5-dimethylphenyl)-5-(4-pyridyl)-1,3-thiazol-2-yl]amine), C(CC)N=C=O (propyl isocyanate), C(O)([O-])=O.[Na+] (sodium hydrogencarbonate). The solvent is CN(C(C)=O)C (N,N-dimethylacetamide). Conditions: temperature 80 celsius, time 14 hour. Yields the product CC=1C=C(C=C(C1)C)C=1N=C(SC1C1=CC=NC=C1)NC(=O)NCCC (N-[4-(3,5-dimethylphenyl)-5-(4-pyridyl)-1,3-thiazol-2-yl]-N′-propylurea). Isolated yield 34.9%. RXN SMILES: [CH3:1][C:2]1[CH:3]=[C:4]([C:9]2[N:10]=[C:11]([NH2:20])[S:12][C:13]=2[C:14]2[CH:19]=[CH:18][N:17]=[CH:16][CH:15]=2)[CH:5]=[C:6]([CH3:8])[CH:7]=1.[CH2:21]([N:24]=[C:25]=[O:26])[CH2:22][CH3:23].C(=O)([O-])O.[Na+]>CN(C)C(=O)C>[CH3:1][C:2]1[CH:3]=[C:4]([C:9]2[N:10]=[C:11]([NH:20][C:25]([NH:24][CH2:21][CH2:22][CH3:23])=[O:26])[S:12][C:13]=2[C:14]2[CH:19]=[CH:18][N:17]=[CH:16][CH:15]=2)[CH:5]=[C:6]([CH3:8])[CH:7]=1 |f:2.3|. Procedure details: To a solution of [4-(3,5-dimethylphenyl)-5-(4-pyridyl)-1,3-thiazol-2-yl]amine (0.51 g, 1.8 mmol) in N,N-dimethylacetamide (15 mL) was added propyl isocyanate (0.23 g, 2.67 mmol) and the mixture was stirred at 80° C. for 14 h. To the reaction mixture was poured aqueous sodium hydrogencarbonate solution and the precipitated solid was collected by filtration. The obtained solid was washed with water and dried. The crude crystals were recrystallized from ethanol to give the title compound (0.23 g, y... The reactants are CC(C)(C#N)c1cccc(C(=O)O)c1, CCN=C=NCCCN(C)C, CN(C)C=O, Cl, Cc1ccc(N)cc1Oc1ccc2nc(NC(=O)C3CC3)cn2n1, On1nnc2ccccc21. Yields the product Cc1ccc(NC(=O)c2cccc(C(C)(C)C#N)c2)cc1Oc1ccc2nc(NC(=O)C3CC3)cn2n1. As a reaction SMILES: [C:25](#[N:26])[C:27]([CH3:28])([CH3:29])[c:30]1[cH:31][c:32]([C:33](=[O:34])[OH:35])[cH:36][cH:37][cH:38]1.[CH3:40][N:41]([CH3:42])[CH2:43][CH2:44][CH2:45][N:46]=[C:47]=[N:48][CH2:49][CH3:50].[CH3:61][N:62]([CH3:63])[CH:64]=[O:65].[ClH:39].[NH2:1][c:2]1[cH:3][cH:4][c:5]([CH3:24])[c:6]([O:7][c:8]2[cH:9][cH:10][c:11]3[n:12]([n:13]2)[cH:14][c:15]([NH:17][C:18](=[O:19])[CH:20]2[CH2:21][CH2:22]2)[n:16]3)[cH:23]1.[OH:51][n:52]1[c:53]2[cH:54][cH:55][cH:56][cH:57][c:58]2[n:59][n:60]1>>[NH:1]([c:2]1[cH:3][cH:4][c:5]([CH3:24])[c:6]([O:7][c:8]2[cH:9][cH:10][c:11]3[n:12]([n:13]2)[cH:14][c:15]([NH:17][C:18](=[O:19])[CH:20]2[CH2:21][CH2:22]2)[n:16]3)[cH:23]1)[C:33]([c:32]1[cH:31][c:30]([C:27]([C:25]#[N:26])([CH3:28])[CH3:29])[cH:38][cH:37][cH:36]1)=[O:34]. Reactants: C(C1=CC=CC=C1)OC(N[C@H](C(=O)C1=CC=C(C=C1)OC)C1=CC=CC=C1)=O ((S)-[(4-Methoxyphenyl)-2-oxo-1-phenylethyl]carbamic acid benzyl ester), Cl.NO (hydroxylamine hydrochloride), N1=CC=CC=C1 (pyridine). Yield: 75.7%. Yields the product C(C1=CC=CC=C1)OC(N[C@H](C(C1=CC=C(C=C1)OC)=NO)C1=CC=CC=C1)=O ((S)-[2-(Hydroxylimino)-2-(4-methoxyphenyl)-1-phenylethyl]carbamic acid benzyl ester). Solvent: CCO (EtOH). Procedure details: To a solution of the ketone 483 (2.47 g, 6.6 mmol) in EtOH (35 mL) is added hydroxylamine hydrochloride (1.83 g, 26.4 mmol) followed by pyridine (2.13 mL, 26.4 mmol). The mixture is stirred at 80° C. for 8 h. The reaction mixture is cooled, the solvent is evaporated, and the residue dissolved in EtOAc, washed with water, brine, then dried (MgSO4), and filtered. The filtrate is evaporated, and the residue purified by chromatography on silica gel; elution with heptane:EtOAc (7:3) gives 1.95 g of t... Conditions: temperature 80 celsius, time 8 hour. Reaction SMILES: [CH2:1]([O:8][C:9](=[O:28])[NH:10][C@@H:11]([C:22]1[CH:27]=[CH:26][CH:25]=[CH:24][CH:23]=1)[C:12]([C:14]1[CH:19]=[CH:18][C:17]([O:20][CH3:21])=[CH:16][CH:15]=1)=O)[C:2]1[CH:7]=[CH:6][CH:5]=[CH:4][CH:3]=1.Cl.[NH2:30][OH:31].N1C=CC=CC=1>CCO>[CH2:1]([O:8][C:9](=[O:28])[NH:10][C@@H:11]([C:22]1[CH:27]=[CH:26][CH:25]=[CH:24][CH:23]=1)[C:12](=[N:30][OH:31])[C:14]1[CH:19]=[CH:18][C:17]([O:20][CH3:21])=[CH:16][CH:15]=1)[C:2]1[CH:7]=[CH:6][CH:5]=[CH:4][CH:3]=1 |f:1.2|. The reactants are N (Ammonia), C(#N)C=1C=C(C(=O)Cl)C=CC1 (3-cyanobenzoyl chloride). Solvent: ClCCl (dichloromethane). Conditions: time 20 minute. Product: C(#N)C=1C=C(C(=O)N)C=CC1 (3-Cyanobenzamide). RXN SMILES: [NH3:1].[C:2]([C:4]1[CH:5]=[C:6]([CH:10]=[CH:11][CH:12]=1)[C:7](Cl)=[O:8])#[N:3]>ClCCl>[C:2]([C:4]1[CH:5]=[C:6]([CH:10]=[CH:11][CH:12]=1)[C:7]([NH2:1])=[O:8])#[N:3]. Procedure: 0.88 Ammonia solution (30 ml) was slowly added to a solution of 3-cyanobenzoyl chloride (10 g, 60.3 mmol) in dichloromethane (100 ml) at 0° C. under nitrogen and the reaction was stirred for 20 minutes. The mixture was filtered and the solid was washed with water (50 ml) then diethylether (50 ml), azeotroped with toluene and dried in vacuo to provide the title compound (9 g) as a white solid.